This data is from the Open Reaction Database (ORD), a public repository of structured organic reaction records. The task is: describe an organic reaction: reactants, conditions, products, and yield As a reaction SMILES: [C:1]([O:2][C:3](=[O:4])[N:8]1[CH2:9][CH2:10][C:11]2([C:12](=[O:27])[N:13]([CH2:18][c:19]3[cH:20][cH:21][c:22]([O:25][CH3:26])[cH:23][cH:24]3)[C:14](=[O:17])[N:15]2[CH3:16])[CH2:28][CH2:29]1)([CH3:5])([CH3:6])[CH3:7].[CH3:37][CH2:38][O:39][CH2:40][CH3:41].[ClH:36].[O:30]1[CH2:31][CH2:32][O:33][CH2:34][CH2:35]1>>[ClH:36].[NH:8]1[CH2:9][CH2:10][C:11]2([C:12](=[O:27])[N:13]([CH2:18][c:19]3[cH:20][cH:21][c:22]([O:25][CH3:26])[cH:23][cH:24]3)[C:14](=[O:17])[N:15]2[CH3:16])[CH2:28][CH2:29]1. Yields the product Cl, COc1ccc(CN2C(=O)N(C)C3(CCNCC3)C2=O)cc1. Reactants: COc1ccc(CN2C(=O)N(C)C3(CCN(C(=O)OC(C)(C)C)CC3)C2=O)cc1, CCOCC, Cl, C1COCCO1.